From a dataset of the Open Reaction Database (ORD), a public repository of structured organic reaction records. describe an organic reaction: reactants, conditions, products, and yield The reactants are NC(=O)c1c(Cl)cncc1Cl, O=P(Cl)(Cl)Cl. Yields the product N#Cc1c(Cl)cncc1Cl. Reaction SMILES: [Cl:1][c:2]1[c:3]([C:4](=[O:5])[NH2:6])[c:7]([Cl:11])[cH:8][n:9][cH:10]1.[P:12]([Cl:13])([Cl:14])([Cl:15])=[O:16]>>[Cl:1][c:2]1[c:3]([C:4]#[N:6])[c:7]([Cl:11])[cH:8][n:9][cH:10]1. RXN SMILES: [C:1]([CH3:2])([CH3:3])([CH3:4])[Si:5]([O:6][CH2:7][CH2:8][CH2:9][CH2:10][OH:11])([CH3:12])[CH3:13].[Cl:26][CH2:27][Cl:28].[OH2:25].[c:14]1([CH3:24])[cH:15][cH:16][c:17]([S:20](=[O:21])(=[O:22])[Cl:23])[cH:18][cH:19]1>>[C:1]([CH3:2])([CH3:3])([CH3:4])[Si:5]([O:6][CH2:7][CH2:8][CH2:9][CH2:10][O:11][S:20]([c:17]1[cH:16][cH:15][c:14]([CH3:24])[cH:19][cH:18]1)(=[O:21])=[O:22])([CH3:12])[CH3:13]. Reactants: CC(C)(C)[Si](C)(C)OCCCCO, ClCCl, O, Cc1ccc(S(=O)(=O)Cl)cc1. Yields the product Cc1ccc(S(=O)(=O)OCCCCO[Si](C)(C)C(C)(C)C)cc1. The reactants are FC(C=1C=C(CNC(=O)C2=CC(=NC=C2)C2=C(C=CC(=C2)N2CCCCC2)NC(=O)C=2C=C(C(=O)OC)C=CC2)C=CC1)(F)F (methyl 3-((2-(4-((3-(trifluoromethyl)benzyl)carbamoyl)pyridin-2-yl)-4-(piperidin-1-yl)phenyl)carbamoyl)benzoate), O.[OH-].[Li+] (lithium hydroxide hydrate). Solvent: O1CCCC1.O (tetrahydrofuran water). Run at temperature 25 celsius, time 8 hour. Product: FC(C=1C=C(CNC(=O)C2=CC(=NC=C2)C2=C(C=CC(=C2)N2CCCCC2)NC(=O)C=2C=C(C(=O)O)C=CC2)C=CC1)(F)F (3-((2-(4-((3-(trifluoromethyl)benzyl)carbamoyl)pyridin-2-yl)-4-(piperidin-1-yl)phenyl)carbamoyl)benzoic acid). As a reaction SMILES: [F:1][C:2]([F:45])([F:44])[C:3]1[CH:4]=[C:5]([CH:41]=[CH:42][CH:43]=1)[CH2:6][NH:7][C:8]([C:10]1[CH:15]=[CH:14][N:13]=[C:12]([C:16]2[CH:21]=[C:20]([N:22]3[CH2:27][CH2:26][CH2:25][CH2:24][CH2:23]3)[CH:19]=[CH:18][C:17]=2[NH:28][C:29]([C:31]2[CH:32]=[C:33]([CH:38]=[CH:39][CH:40]=2)[C:34]([O:36]C)=[O:35])=[O:30])[CH:11]=1)=[O:9].O.[OH-].[Li+]>O1CCCC1.O>[F:45][C:2]([F:1])([F:44])[C:3]1[CH:4]=[C:5]([CH:41]=[CH:42][CH:43]=1)[CH2:6][NH:7][C:8]([C:10]1[CH:15]=[CH:14][N:13]=[C:12]([C:16]2[CH:21]=[C:20]([N:22]3[CH2:23][CH2:24][CH2:25][CH2:26][CH2:27]3)[CH:19]=[CH:18][C:17]=2[NH:28][C:29]([C:31]2[CH:32]=[C:33]([CH:38]=[CH:39][CH:40]=2)[C:34]([OH:36])=[O:35])=[O:30])[CH:11]=1)=[O:9] |f:1.2.3,4.5|. Procedure: Into a 50-mL round-bottom flask, was placed a solution of methyl 3-((2-(4-((3-(trifluoromethyl)benzyl)carbamoyl)pyridin-2-yl)-4-(piperidin-1-yl)phenyl)carbamoyl)benzoate (360 mg, 0.58 mmol, 1.00 equiv) in tetrahydrofuran/water (2:3) (35 mL), and lithium hydroxide hydrate (251.2 mg, 5.98 mmol, 10.25 equiv). The resulting solution was stirred overnight at 25° C. in an oil bath. The reaction progress was monitored by LCMS. The resulting mixture was concentrated under vacuum. The resulting solution ... The reactants are CC(C)c1nc(CCCOCc2ccccc2)[nH]c1Sc1cc(Cl)cc(Cl)c1, COS(=O)(=O)OC, CC#N, [Li+], [Li+], O=C([O-])[O-]. The product is CC(C)c1nc(CCCOCc2ccccc2)n(C)c1Sc1cc(Cl)cc(Cl)c1. As a reaction SMILES: [CH2:1]([c:2]1[cH:3][cH:4][cH:5][cH:6][cH:7]1)[O:8][CH2:9][CH2:10][CH2:11][c:12]1[nH:13][c:14]([S:20][c:21]2[cH:22][c:23]([Cl:28])[cH:24][c:25]([Cl:27])[cH:26]2)[c:15]([CH:17]([CH3:18])[CH3:19])[n:16]1.[CH3:35][O:36][S:37]([O:38][CH3:39])(=[O:40])=[O:41].[CH3:42][C:43]#[N:44].[Li+:29].[Li+:30].[O-:31][C:32](=[O:33])[O-:34]>>[CH2:1]([c:2]1[cH:3][cH:4][cH:5][cH:6][cH:7]1)[O:8][CH2:9][CH2:10][CH2:11][c:12]1[n:13]([CH3:32])[c:14]([S:20][c:21]2[cH:22][c:23]([Cl:28])[cH:24][c:25]([Cl:27])[cH:26]2)[c:15]([CH:17]([CH3:18])[CH3:19])[n:16]1. Starting materials: [Si](C1=CC=CC=C1)(C1=CC=CC=C1)(C(C)(C)C)OCC=1C(NC=CC1)=O (3-({[tert-Butyl(diphenyl)silyl]oxy}methyl)pyridin-2(1H)-one), FC1=C(C=C(C=C1)[N+](=O)[O-])OC (1-fluoro-2-methoxy-4-nitrobenzene). Product: [Si](C1=CC=CC=C1)(C1=CC=CC=C1)(C(C)(C)C)OCC=1C(N(C=CC1)C1=C(C=C(C=C1)[N+](=O)[O-])OC)=O (3-({[tert-Butyl(diphenyl)silyl]oxy}methyl)-1-(2-methoxy-4-nitrophenyl)pyridin-2(1H)-one). RXN SMILES: [Si:1]([O:18][CH2:19][C:20]1[C:21](=[O:26])[NH:22][CH:23]=[CH:24][CH:25]=1)([C:14]([CH3:17])([CH3:16])[CH3:15])([C:8]1[CH:13]=[CH:12][CH:11]=[CH:10][CH:9]=1)[C:2]1[CH:7]=[CH:6][CH:5]=[CH:4][CH:3]=1.F[C:28]1[CH:33]=[CH:32][C:31]([N+:34]([O-:36])=[O:35])=[CH:30][C:29]=1[O:37][CH3:38]>>[Si:1]([O:18][CH2:19][C:20]1[C:21](=[O:26])[N:22]([C:28]2[CH:33]=[CH:32][C:31]([N+:34]([O-:36])=[O:35])=[CH:30][C:29]=2[O:37][CH3:38])[CH:23]=[CH:24][CH:25]=1)([C:14]([CH3:17])([CH3:15])[CH3:16])([C:8]1[CH:13]=[CH:12][CH:11]=[CH:10][CH:9]=1)[C:2]1[CH:3]=[CH:4][CH:5]=[CH:6][CH:7]=1. Procedure: Analogously to Example 4A, 5.00 g (13.8 mmol) of the compound from Example 3A are reacted with 2.59 g (15.1 mmol) of 1-fluoro-2-methoxy-4-nitrobenzene. The product is purified by chromatography on silica gel (mobile phase pentane/ethyl acetate=5:1), giving 2.70 g (38% of theory) of the title compound. Reported procedure: A mixture of ethyl 1-(4-benzyloxybenzyl)-3-phenyl-1H-pyrazole-4-carboxylate (1.79 g), potassium hydroxide (0.75 g) and ethanol (30 ml) was refluxed for 5 hours. After removal of the solvent under reduced pressure, water was added to the reaction mixture, then the mixture was acidified with 1N hydrochloric acid. The crystals obtained were collected by filtration to yield 1-(4-benzyloxybenzyl)-3-phenyl-1H-pyrazol-4-carboxylic acid (1.36 g, yield: 82%). This was recrystallized from acetone-hexane. ... Isolated yield 81.5%. Solvent: C(C)O (ethanol). Starting materials: C(C1=CC=CC=C1)OC1=CC=C(CN2N=C(C(=C2)C(=O)OCC)C2=CC=CC=C2)C=C1 (ethyl 1-(4-benzyloxybenzyl)-3-phenyl-1H-pyrazole-4-carboxylate), [OH-].[K+] (potassium hydroxide). Yields the product C(C1=CC=CC=C1)OC1=CC=C(CN2N=C(C(=C2)C(=O)O)C2=CC=CC=C2)C=C1 (1-(4-benzyloxybenzyl)-3-phenyl-1H-pyrazol-4-carboxylic acid). As a reaction SMILES: [CH2:1]([O:8][C:9]1[CH:31]=[CH:30][C:12]([CH2:13][N:14]2[CH:18]=[C:17]([C:19]([O:21]CC)=[O:20])[C:16]([C:24]3[CH:29]=[CH:28][CH:27]=[CH:26][CH:25]=3)=[N:15]2)=[CH:11][CH:10]=1)[C:2]1[CH:7]=[CH:6][CH:5]=[CH:4][CH:3]=1.[OH-].[K+]>C(O)C>[CH2:1]([O:8][C:9]1[CH:10]=[CH:11][C:12]([CH2:13][N:14]2[CH:18]=[C:17]([C:19]([OH:21])=[O:20])[C:16]([C:24]3[CH:25]=[CH:26][CH:27]=[CH:28][CH:29]=3)=[N:15]2)=[CH:30][CH:31]=1)[C:2]1[CH:3]=[CH:4][CH:5]=[CH:6][CH:7]=1 |f:1.2|. Starting materials: OCC=1CS[C@H]2N(C1C(=O)OC(C1=CC=CC=C1)C1=CC=CC=C1)C(C2NC(COC2=CC=CC=C2)=O)=O (diphenylmethyl 3-hydroxymethyl-7-phenoxyacetamido-3-cephem-4-carboxylate), FC1=C(C=CC(=C1)F)O (2,4-difluorophenol). Product: FC1=C(OCC=2CS[C@H]3N(C2C(=O)OC(C2=CC=CC=C2)C2=CC=CC=C2)C(C3NC(COC3=CC=CC=C3)=O)=O)C=CC(=C1)F (Diphenylmethyl 3-(2,4-difluorophenoxymethyl)-7-phenoxyacetamido-3-cephem-4-carboxylate). Reaction SMILES: [OH:1][CH2:2][C:3]1[CH2:4][S:5][C@@H:6]2[CH:26]([NH:27][C:28](=[O:37])[CH2:29][O:30][C:31]3[CH:36]=[CH:35][CH:34]=[CH:33][CH:32]=3)[C:25](=[O:38])[N:7]2[C:8]=1[C:9]([O:11][CH:12]([C:19]1[CH:24]=[CH:23][CH:22]=[CH:21][CH:20]=1)[C:13]1[CH:18]=[CH:17][CH:16]=[CH:15][CH:14]=1)=[O:10].[F:39][C:40]1[CH:45]=[C:44]([F:46])[CH:43]=[CH:42][C:41]=1O>>[F:39][C:40]1[CH:45]=[C:44]([F:46])[CH:43]=[CH:42][C:41]=1[O:1][CH2:2][C:3]1[CH2:4][S:5][C@@H:6]2[CH:26]([NH:27][C:28](=[O:37])[CH2:29][O:30][C:31]3[CH:36]=[CH:35][CH:34]=[CH:33][CH:32]=3)[C:25](=[O:38])[N:7]2[C:8]=1[C:9]([O:11][CH:12]([C:13]1[CH:14]=[CH:15][CH:16]=[CH:17][CH:18]=1)[C:19]1[CH:24]=[CH:23][CH:22]=[CH:21][CH:20]=1)=[O:10]. Reported procedure: The procedure described in Example 1(a) was repeated, but using 2.00 g of diphenylmethyl 3-hydroxymethyl-7-phenoxyacetamido-3-cephem-4-carboxylate and 2,4-difluorophenol, to afford 500 mg of the title compound as a powder. The reactants are ClCCCSC1=C(C(=NC=C1)CSC1=CC=NC=C1)C (4-(3-chloropropylthio)-3-methyl-2-[(4-pyridinylthio)methyl]pyridine), C1(=CC=CC=C1)CCS (2-phenylethyl mercaptan). The product is CC=1C(=NC=CC1SCCCSCCC1=CC=CC=C1)CSC1=CC=NC=C1 (3-Methyl-4-(7-phenyl-1,5-dithiahept-1-yl)-2-[(4-pyridinylthio)methyl]pyridine). The yield is 49.0%. RXN SMILES: Cl[CH2:2][CH2:3][CH2:4][S:5][C:6]1[CH:11]=[CH:10][N:9]=[C:8]([CH2:12][S:13][C:14]2[CH:19]=[CH:18][N:17]=[CH:16][CH:15]=2)[C:7]=1[CH3:20].[C:21]1([CH2:27][CH2:28][SH:29])[CH:26]=[CH:25][CH:24]=[CH:23][CH:22]=1>>[CH3:20][C:7]1[C:8]([CH2:12][S:13][C:14]2[CH:19]=[CH:18][N:17]=[CH:16][CH:15]=2)=[N:9][CH:10]=[CH:11][C:6]=1[S:5][CH2:4][CH2:3][CH2:2][S:29][CH2:28][CH2:27][C:21]1[CH:26]=[CH:25][CH:24]=[CH:23][CH:22]=1. Reported procedure: According to the procedure indicated in Example 5, reaction of 4-(3-chloropropylthio)-3-methyl-2-[(4-pyridinylthio)methyl]pyridine with 2-phenylethyl mercaptan gives, after silica gel chromatography and crystallization from diisopropyl ether, the title compound as a colorless powder; m.p. 48-50° C.; yield 49% of theory.